From a dataset of the Open Reaction Database (ORD), a public repository of structured organic reaction records. describe an organic reaction: reactants, conditions, products, and yield Starting materials: CS(=O)(=O)OCCC1=CC=C(C=C1)CCC1=NC=C(C=C1)N1CCN(CC1)C(C)=O (2-(4-{2-[5-(4-acetylpiperazin-1-yl)pyridin-2-yl]ethyl}phenyl)ethyl methanesulfonate), [N-]=[N+]=[N-].[Na+] (sodium azide), O (Water). Run in CN(C=O)C (N,N-dimethylformamide). Conditions: time 24 hour. The product is C(C)(=O)N1CCN(CC1)C=1C=NC(=CC1)CCC1=CC=C(C=C1)CCN=[N+]=[N-] (1-acetyl-4-(6-{2-[4-(2-azidoethyl)phenyl]ethyl}pyridin-3-yl)piperazine). The yield is 76.0%. RXN SMILES: CS(O[CH2:6][CH2:7][C:8]1[CH:13]=[CH:12][C:11]([CH2:14][CH2:15][C:16]2[CH:21]=[CH:20][C:19]([N:22]3[CH2:27][CH2:26][N:25]([C:28](=[O:30])[CH3:29])[CH2:24][CH2:23]3)=[CH:18][N:17]=2)=[CH:10][CH:9]=1)(=O)=O.[N-:31]=[N+:32]=[N-:33].[Na+].O>CN(C)C=O>[C:28]([N:25]1[CH2:24][CH2:23][N:22]([C:19]2[CH:18]=[N:17][C:16]([CH2:15][CH2:14][C:11]3[CH:10]=[CH:9][C:8]([CH2:7][CH2:6][N:31]=[N+:32]=[N-:33])=[CH:13][CH:12]=3)=[CH:21][CH:20]=2)[CH2:27][CH2:26]1)(=[O:30])[CH3:29] |f:1.2|. Procedure details: To a solution of 2-(4-{2-[5-(4-acetylpiperazin-1-yl)pyridin-2-yl]ethyl}phenyl)ethyl methanesulfonate (608.9 mg, 1.411 mmol) in anhydrous N,N-dimethylformamide (5 ml) was added sodium azide (918.0 mg, 14.12 mmol), and the mixture was stirred at room temperature for 24 hrs. Water was added to the reaction mixture, and the mixture was extracted twice with ethyl acetate. The organic layer was washed with saturated brine, dried over anhydrous magnesium sulfate and concentrated under reduced pressure.... The product is CC(=O)Nc1cccc2c1CCCC2. Starting materials: CC(=O)OC(C)=O, CCO, Nc1cccc2c1CCCC2. As a reaction SMILES: [CH3:12][C:13](=[O:14])[O:15][C:16](=[O:17])[CH3:18].[CH3:19][CH2:20][OH:21].[c:1]1([NH2:11])[cH:2][cH:3][cH:4][c:5]2[c:10]1[CH2:9][CH2:8][CH2:7][CH2:6]2>>[c:1]1([NH:11][C:13]([CH3:12])=[O:14])[cH:2][cH:3][cH:4][c:5]2[c:10]1[CH2:9][CH2:8][CH2:7][CH2:6]2. The reactants are ClC1=CC=2C3=C(NC2C=C1)CCN(CC3)C (9-chloro-3-methyl-1,2,3,4,5,6-hexahydroazepino[4,5-b]indole), ClCC(=O)N1CCC(CC1)C (2-chloro-1-(4-methylpiperidin-1-yl)ethanone), [H-].[Na+] (Sodium hydride). Run in C1CCOC1 (THF), C1CCOC1 (THF), CCCCCC (hexane). Run at time 0.5 hour. Yields the product ClC1=CC=2C3=C(N(C2C=C1)CC(=O)N1CCC(CC1)C)CCN(CC3)C (2-(9-chloro-2,3,4,5-tetrahydro-3-methylazepino[4,5-b]indol-6(1H)-yl)-1-(4-methylpiperidin-1-yl)ethanone). Yield: 59.1%. As a reaction SMILES: [H-].[Na+].[Cl:3][C:4]1[CH:12]=[CH:11][C:10]2[NH:9][C:8]3[CH2:13][CH2:14][N:15]([CH3:18])[CH2:16][CH2:17][C:7]=3[C:6]=2[CH:5]=1.Cl[CH2:20][C:21]([N:23]1[CH2:28][CH2:27][CH:26]([CH3:29])[CH2:25][CH2:24]1)=[O:22]>CCCCCC.C1COCC1>[Cl:3][C:4]1[CH:12]=[CH:11][C:10]2[N:9]([CH2:20][C:21]([N:23]3[CH2:28][CH2:27][CH:26]([CH3:29])[CH2:25][CH2:24]3)=[O:22])[C:8]3[CH2:13][CH2:14][N:15]([CH3:18])[CH2:16][CH2:17][C:7]=3[C:6]=2[CH:5]=1 |f:0.1|. Procedure: The title compound was prepared by following general procedure 7. Sodium hydride (34 mg, 0.43 mmol) washed with hexane for removal of oil and dried under vacuum and taken in THF. To this solution 9-chloro-3-methyl-1,2,3,4,5,6-hexahydroazepino[4,5-b]indole (0.1 g, 0.43 mmol) in THF was added dropwise at 0° C. Then the reaction mixture was stirred for 0.5 h. The solution of 2-chloro-1-(4-methylpiperidin-1-yl)ethanone (89 mg, 0.51 mmol) in THF was added dropwise in reaction mixture. Then the reacti... The reactants are FC(F)(F)c1ccc(Br)nc1, CC(C)(C)OC(=O)N1CCC2(CCNCC2)C1, CC(C)(C)[O-], Cc1ccccc1, [Na+], CC(=O)[O-], CC(=O)[O-], [Pd+2], c1ccc(P(c2ccccc2)c2ccc3ccccc3c2-c2c(P(c3ccccc3)c3ccccc3)ccc3ccccc23)cc1. The product is CC(C)(C)OC(=O)N1CCC2(CCN(c3ccc(C(F)(F)F)cn3)CC2)C1. As a reaction SMILES: [Br:18][c:19]1[n:20][cH:21][c:22]([C:25]([F:26])([F:27])[F:28])[cH:23][cH:24]1.[CH2:1]1[N:2]([C:11](=[O:12])[O:13][C:14]([CH3:15])([CH3:16])[CH3:17])[CH2:3][CH2:4][C:5]12[CH2:6][CH2:7][NH:8][CH2:9][CH2:10]2.[CH3:29][C:30]([CH3:31])([O-:32])[CH3:33].[CH3:81][c:82]1[cH:83][cH:84][cH:85][cH:86][cH:87]1.[Na+:34].[O-:89][C:90]([CH3:91])=[O:92].[O-:93][C:94]([CH3:95])=[O:96].[Pd+2:88].[cH:35]1[cH:36][cH:37][c:38]([P:39]([c:40]2[cH:41][cH:42][c:43]3[c:44]([cH:45][cH:46][cH:47][cH:48]3)[c:49]2-[c:50]2[c:51]3[c:52]([cH:53][cH:54][cH:55][cH:56]3)[cH:57][cH:58][c:59]2[P:60]([c:61]2[cH:62][cH:63][cH:64][cH:65][cH:66]2)[c:67]2[cH:68][cH:69][cH:70][cH:71][cH:72]2)[c:73]2[cH:74][cH:75][cH:76][cH:77][cH:78]2)[cH:79][cH:80]1>>[CH2:1]1[N:2]([C:11](=[O:12])[O:13][C:14]([CH3:15])([CH3:16])[CH3:17])[CH2:3][CH2:4][C:5]12[CH2:6][CH2:7][N:8]([c:19]1[n:20][cH:21][c:22]([C:25]([F:26])([F:27])[F:28])[cH:23][cH:24]1)[CH2:9][CH2:10]2. Reactants: C(C)OC(C)O[C@@H]1C([C@@H]2CCC=3C4=CC[C@H]([C@@H](C)O)[C@]4(CCC3[C@]2(CC1)C)C)(C)C ((3β,5α,20R)-3-[(1-ethoxyethyl)oxy]-4,4-dimethylpregna-8,14-dien-20-ol), CC(C)([O-])C.[K+] (potassium t-butoxide), C1COCCOCCOCCOCCOCCO1 (18-crown-6), C(C1=CC=CC=C1)Br (benzyl bromide). Solvent: O (water), C1(=CC=CC=C1)C (toluene). Conditions: temperature 70 celsius. Product: C(C)OC(C)O[C@@H]1C([C@@H]2CCC=3C4=CC[C@H]([C@@H](C)OCC5=CC=CC=C5)[C@]4(CCC3[C@]2(CC1)C)C)(C)C ((3β,5α,20R)-3-[(1-ethoxyethyl)oxy]-4,4-dimethyl-20-(phenylmethoxy)pregna-8,14-diene). RXN SMILES: [CH2:1]([O:3][CH:4]([O:6][C@H:7]1[CH2:26][CH2:25][C@@:24]2([CH3:27])[C@@H:9]([CH2:10][CH2:11][C:12]3[C:13]4[C@:20]([CH3:28])([CH2:21][CH2:22][C:23]=32)[C@@H:16]([C@H:17]([OH:19])[CH3:18])[CH2:15][CH:14]=4)[C:8]1([CH3:30])[CH3:29])[CH3:5])[CH3:2].CC(C)([O-])C.[K+].C1OCCOCCOCCOCCOCCOC1.[CH2:55](Br)[C:56]1[CH:61]=[CH:60][CH:59]=[CH:58][CH:57]=1>O.C1(C)C=CC=CC=1>[CH2:1]([O:3][CH:4]([O:6][C@H:7]1[CH2:26][CH2:25][C@@:24]2([CH3:27])[C@@H:9]([CH2:10][CH2:11][C:12]3[C:13]4[C@:20]([CH3:28])([CH2:21][CH2:22][C:23]=32)[C@@H:16]([C@H:17]([O:19][CH2:55][C:56]2[CH:61]=[CH:60][CH:59]=[CH:58][CH:57]=2)[CH3:18])[CH2:15][CH:14]=4)[C:8]1([CH3:30])[CH3:29])[CH3:5])[CH3:2] |f:1.2|. Procedure details: v)—A mixture of (3β,5α,20R)-3-[(1-ethoxyethyl)oxy]-4,4-dimethylpregna-8,14-dien-20-ol (19b; 0.80 g), dry toluene (56 ml), potassium t-butoxide (2.76 g), 18-crown-6 (0.48 g) and benzyl bromide (1.13 ml) was heated at 70° C. for 1 h. After cooling, the reaction mixture was poured into water and the product extracted into ethyl acetate. The combined organic phases were washed with water and with brine, dried over sodium sulfate, and concentrated under reduced pressure to give (3β,5α,20R)-3-[(1-etho... The reactants are Cl.Cl.C(C)(=O)N1CC(C2=CC(=C(C=C12)N)N)(C)C (1-acetyl-5,6-diamino-3,3-dimethylindoline dihydrochloride), C(=O)N (formamide). Run at time 40 minute. The product is C(C)(=O)N1CC(C=2C1=CC1=C(N=CN1)C2)(C)C (5-Acetyl-7,7-dimethyl-6,7-dihydro-3H,5H-pyrrolo[2,3-f]benzimidazole). As a reaction SMILES: Cl.Cl.[C:3]([N:6]1[C:14]2[C:9](=[CH:10][C:11]([NH2:16])=[C:12]([NH2:15])[CH:13]=2)[C:8]([CH3:18])([CH3:17])[CH2:7]1)(=[O:5])[CH3:4].[CH:19](N)=O>>[C:3]([N:6]1[C:14]2=[CH:13][C:12]3[NH:15][CH:19]=[N:16][C:11]=3[CH:10]=[C:9]2[C:8]([CH3:18])([CH3:17])[CH2:7]1)(=[O:5])[CH3:4] |f:0.1.2|. Reported procedure: A mixture of 3.0 g. (0.01 mole) 1-acetyl-5,6-diamino-3,3-dimethylindoline dihydrochloride (Example 2b) and 35 ml. formamide is heated to reflx for 40 minutes and then evaporated. The residue is mixed with water, extracted with dichloromethane and the extract evaporated to give 2.6 g. (85% of theory) of the title compound; m.p. 214°-216° C. The reactants are ClCCl, O=C(OO)c1cccc(Cl)c1, CC1=CCCC(C(C)O)O1. Yields the product CC1OC2(C)OC1CCC2O. Reaction SMILES: [CH2:22]([Cl:23])[Cl:24].[Cl:11][c:12]1[cH:13][c:14]([C:19](=[O:16])[O:20][OH:21])[cH:15][cH:17][cH:18]1.[OH:1][CH:2]([CH3:3])[CH:4]1[O:5][C:6]([CH3:10])=[CH:7][CH2:8][CH2:9]1>>[O:1]1[CH:2]([CH3:3])[CH:4]2[O:5][C:6]1([CH3:10])[CH:7]([OH:16])[CH2:8][CH2:9]2. Reactants: NC1=CC(=C(C=C1)O)F (4-amino-2-fluorophenol), CC(C)([O-])C.[K+] (potassium tert-butoxide), O1C(OCCC1)C=1C=CC(=NC1)C1=CC2=NC=CC(=C2S1)Cl (2-(5-(1,3-Dioxan-2-yl)pyridin-2-yl)-7-chlorothieno[3,2-b]pyridine). Run in O (water), CS(=O)C (DMSO). Run at temperature 100 celsius, time 30 minute. The product is O1C(OCCC1)C=1C=CC(=NC1)C1=CC2=NC=CC(=C2S1)OC1=C(C=C(N)C=C1)F (4-(2-(5-(1,3-dioxan-2-yl)pyridin-2-yl)thieno[3,2-b]pyridin-7-yloxy)-3-fluoroaniline). Isolated yield 88.1%. As a reaction SMILES: [NH2:1][C:2]1[CH:7]=[CH:6][C:5]([OH:8])=[C:4]([F:9])[CH:3]=1.CC(C)([O-])C.[K+].[O:16]1[CH2:21][CH2:20][CH2:19][O:18][CH:17]1[C:22]1[CH:23]=[CH:24][C:25]([C:28]2[S:36][C:35]3[C:30](=[N:31][CH:32]=[CH:33][C:34]=3Cl)[CH:29]=2)=[N:26][CH:27]=1>CS(C)=O.O>[O:16]1[CH2:21][CH2:20][CH2:19][O:18][CH:17]1[C:22]1[CH:23]=[CH:24][C:25]([C:28]2[S:36][C:35]3[C:30](=[N:31][CH:32]=[CH:33][C:34]=3[O:8][C:5]3[CH:6]=[CH:7][C:2]([NH2:1])=[CH:3][C:4]=3[F:9])[CH:29]=2)=[N:26][CH:27]=1 |f:1.2|. Procedure: To a solution of 4-amino-2-fluorophenol (7.42 g, 58.4 mmol) in DMSO (65 mL) was added potassium tert-butoxide (7.75 g, 69.0 mmol)). After 30 min, intermediate 317 (17.67 g, 53.1 mmol) was added and the reaction mixture was heated at 100° C. for 1.5 h, cooled down to room temperature, poured in water (300 mL) at 40-45° C. and stirred for 30 min. The solid was collected by filtration, washed with water (2×30 mL) and dried for 2 h. This material was triturated with ether (60 mL), to afford title co...